This data is from the Open Reaction Database (ORD), a public repository of structured organic reaction records. The task is: describe an organic reaction: reactants, conditions, products, and yield Reactants: O (water), OC=1C=C(C=CC1OC)C=1OC=C(N1)CCC(=O)C1=NC=CC=C1C (3-[2-(3-hydroxy-4-methoxy phenyl)oxazol-4-yl]-1-(3-methylpyridin-2-yl)propan-1-one), N12CCCCCC2=NCCC1 (1,8-diazabicyclo[5,4,0]undec-7-ene), BrC(C)C (2-bromopropane). The solvent is C(C)(=O)OCC (ethyl acetate), C(C)O (ethanol). Yields the product C(C)(C)OC=1C=C(C=CC1OC)C=1OC=C(N1)CCC(=O)C1=NC=CC=C1C (3-[2-(3-isopropoxy-4-methoxyphenyl)oxazol-4-yl]-1-(3-methylpyridin-2-yl)propan-1-one). As a reaction SMILES: [OH:1][C:2]1[CH:3]=[C:4]([C:10]2[O:11][CH:12]=[C:13]([CH2:15][CH2:16][C:17]([C:19]3[C:24]([CH3:25])=[CH:23][CH:22]=[CH:21][N:20]=3)=[O:18])[N:14]=2)[CH:5]=[CH:6][C:7]=1[O:8][CH3:9].N12CCCN=C1CC[CH2:29][CH2:28][CH2:27]2.BrC(C)C.O>C(O)C.C(OCC)(=O)C>[CH:28]([O:1][C:2]1[CH:3]=[C:4]([C:10]2[O:11][CH:12]=[C:13]([CH2:15][CH2:16][C:17]([C:19]3[C:24]([CH3:25])=[CH:23][CH:22]=[CH:21][N:20]=3)=[O:18])[N:14]=2)[CH:5]=[CH:6][C:7]=1[O:8][CH3:9])([CH3:29])[CH3:27]. Procedure: A 0.3 g quantity of 3-[2-(3-hydroxy-4-methoxyphenyl)oxazol-4-yl]-1-(3-methylpyridin-2-yl)propan-1-one obtained in Example 136 and 0.4 ml of 1,8-diazabicyclo[5,4,0]undec-7-ene were dissolved in 5 ml of ethanol, 0.23 g of 2-bromopropane was added thereto, and the mixture was heated and refluxed for 4.5 hours. After standing to cool, water was added to the reaction mixture, and ethyl acetate extraction was performed. The extract was washed twice with water, the organic layer was then concentrated u... Starting materials: ClC=1C=C(C=O)C=CC1Cl (3,4-dichlorobenzaldehyde), C(C=C)(=O)OC (methyl acrylate), N12CCN(CC1)CC2 (1,4-diazabicyclo[2.2.2]octane). Run in C(C)#N (acetonitrile). Run at time 2 day. Product: ClC=1C=C(C=CC1Cl)C(C(C(=O)OC)=C)O (methyl 2-[(3,4-dichlorophenyl)(hydroxy)methyl]prop-2-enoate). As a reaction SMILES: [Cl:1][C:2]1[CH:3]=[C:4]([CH:7]=[CH:8][C:9]=1[Cl:10])[CH:5]=[O:6].[C:11]([O:15][CH3:16])(=[O:14])[CH:12]=[CH2:13].N12CCN(CC1)CC2>C(#N)C>[Cl:1][C:2]1[CH:3]=[C:4]([CH:5]([OH:6])[C:12](=[CH2:13])[C:11]([O:15][CH3:16])=[O:14])[CH:7]=[CH:8][C:9]=1[Cl:10]. Procedure details: To a solution of 3,4-dichlorobenzaldehyde (17.5 g) and methyl acrylate (8.6 mL) in acetonitrile (100 ml) was added 1,4-diazabicyclo[2.2.2]octane (3.36 g), and the mixture was stirred at room temperature for 2 days. The reaction mixture was concentrated under reduced pressure, and the residue was purified by silica gel chromatography (hexane/ethyl acetate) to give the title compound (18.7 g). Starting materials: ClCCCBr, CCCC[N+](CCCC)(CCCC)CCCC, Oc1ccc(F)cc1OCc1ccccc1, [Na+], [OH-], O, O=S(=O)([O-])O. The product is Fc1ccc(OCCCCl)c(OCc2ccccc2)c1. As a reaction SMILES: [Br:17][CH2:18][CH2:19][CH2:20][Cl:21].[CH2:29]([N+:30]([CH2:31][CH2:32][CH2:33][CH3:34])([CH2:35][CH2:36][CH2:37][CH3:38])[CH2:39][CH2:40][CH2:41][CH3:42])[CH2:43][CH2:44][CH3:45].[F:1][c:2]1[cH:3][c:4]([O:9][CH2:10][c:11]2[cH:12][cH:13][cH:14][cH:15][cH:16]2)[c:5]([OH:8])[cH:6][cH:7]1.[Na+:23].[OH-:22].[OH2:46].[S:24]([O-:25])([OH:26])(=[O:27])=[O:28]>>[F:1][c:2]1[cH:3][c:4]([O:9][CH2:10][c:11]2[cH:12][cH:13][cH:14][cH:15][cH:16]2)[c:5]([O:8][CH2:18][CH2:19][CH2:20][Cl:21])[cH:6][cH:7]1. Starting materials: OCC(CCS(=O)(=O)N)(CC)CC (4-hydroxy-3,3-diethyl-1-butanesulfonamide), COC(N(C)C)OC (N,N-dimethylformamide dimethyl acetal). The solvent is C1(=CC=CC=C1)C (toluene). Conditions: temperature 90 celsius, time 1 hour. Product: CN(C)C=NS(=O)(=O)CCC(CO)(CC)CC (4-(N,N-dimethylaminomethylene)aminosulfonyl-2,2-diethyl-1-butanol). The yield is 96.2%. RXN SMILES: [OH:1][CH2:2][C:3]([CH2:12][CH3:13])([CH2:10][CH3:11])[CH2:4][CH2:5][S:6]([NH2:9])(=[O:8])=[O:7].CO[CH:16](OC)[N:17]([CH3:19])[CH3:18]>C1(C)C=CC=CC=1>[CH3:16][N:17]([CH:19]=[N:9][S:6]([CH2:5][CH2:4][C:3]([CH2:12][CH3:13])([CH2:10][CH3:11])[CH2:2][OH:1])(=[O:7])=[O:8])[CH3:18]. Reported procedure: To a solution of 2.0 g of the 4-hydroxy-3,3-diethyl-1-butanesulfonamide obtained in Reference Example 33 in 30 ml of toluene was added 1.2 g of N,N-dimethylformamide dimethyl acetal and the mixture was stirred at 90° C. for 1 hour. The solvent was then distilled off under reduced pressure. The residue was subjected to silica gel (70 g) column chromatograhy and elution was carried out with ethyl acetate-chloroform-methanol (20:20:1) to provide 2.43 g of the title compound as oil. Reactants: C(=C)C(=O)C (Methyl vinyl ketone), [N+](=O)([O-])C (nitromethane), [F-].[K+] (Potassium fluoride on alumina). Run in C1CCOC1 (THF). The product is [N+](=O)([O-])CCCC(C)=O (5-nitro-2-pentanone). Isolated yield 93.2%. As a reaction SMILES: [CH:1]([C:3]([CH3:5])=[O:4])=[CH2:2].[N+:6]([CH3:9])([O-:8])=[O:7].[F-].[K+]>C1COCC1>[N+:6]([CH2:9][CH2:2][CH2:1][C:3](=[O:4])[CH3:5])([O-:8])=[O:7] |f:2.3|. Procedure: Methyl vinyl ketone (4.17 ml, 0.05 moles), nitromethane (24.4 ml, 0.45 moles) and THF (250 ml) were mixed and stirred together under nitrogen. Potassium fluoride on alumina (10 g) was added and the mixture stirred for 2 hours at ambient temperature. The reaction was filtered and the filtrate was evaporated to give crude 5-nitro-2-pentanone as a pale yellow oil (6.11 g, 93%). As a reaction SMILES: [Cl:1][c:2]1[cH:3][c:4]([O:5][c:6]2[c:7]([S:13][CH2:14][CH3:15])[cH:8][c:9]([NH2:12])[cH:10][cH:11]2)[cH:16][cH:17][c:18]1[Cl:19].[Cl:20][C:21](=[O:22])[O:23][CH2:24][CH3:25].[cH:26]1[cH:27][cH:28][n:29][cH:30][cH:31]1>>[Cl:1][c:2]1[cH:3][c:4]([O:5][c:6]2[c:7]([S:13][CH2:14][CH3:15])[cH:8][c:9]([NH:12][C:21](=[O:22])[O:23][CH2:24][CH3:25])[cH:10][cH:11]2)[cH:16][cH:17][c:18]1[Cl:19]. Yields the product CCOC(=O)Nc1ccc(Oc2ccc(Cl)c(Cl)c2)c(SCC)c1. The reactants are CCSc1cc(N)ccc1Oc1ccc(Cl)c(Cl)c1, CCOC(=O)Cl, c1ccncc1. The reactants are C=1C(=C(C=C(C1F)F)F)C[C@H](CC(=O)N2CCN3C(=NN=C3C(F)(F)F)C2)N (Sitagliptin), C(CCC(=O)O)(=O)O (Succinic acid). Solvent: C(C)(C)O (isopropanol). Run at temperature 80 celsius, time 23 hour. Product: C=1C(=C(C=C(C1F)F)F)C[C@H](CC(=O)N2CCN3C(=NN=C3C(F)(F)F)C2)N.C(CCC(=O)[O-])(=O)[O-] (Sitagliptin Succinate). As a reaction SMILES: [CH:1]1[C:2]([CH2:10][C@@H:11]([NH2:28])[CH2:12][C:13]([N:15]2[CH2:27][C:19]3=[N:20][N:21]=[C:22]([C:23]([F:26])([F:25])[F:24])[N:18]3[CH2:17][CH2:16]2)=[O:14])=[C:3]([F:9])[CH:4]=[C:5]([F:8])[C:6]=1[F:7].[C:29]([OH:36])(=[O:35])[CH2:30][CH2:31][C:32]([OH:34])=[O:33]>C(O)(C)C>[CH:1]1[C:2]([CH2:10][C@@H:11]([NH2:28])[CH2:12][C:13]([N:15]2[CH2:27][C:19]3=[N:20][N:21]=[C:22]([C:23]([F:26])([F:25])[F:24])[N:18]3[CH2:17][CH2:16]2)=[O:14])=[C:3]([F:9])[CH:4]=[C:5]([F:8])[C:6]=1[F:7].[C:29]([O-:36])(=[O:35])[CH2:30][CH2:31][C:32]([O-:34])=[O:33] |f:3.4|. Procedure details: Sitagliptin (5 g) and isopropanol (50 mL) are charged into a round-bottom flask and the mixture is heated to about 80° C. for about 30 minutes to obtain a clear dissolution. Succinic acid (1.44 g) is added and the reaction mixture is refluxed for about 1.5 hours. The reaction mixture is cooled to about 30° C. and stirred for about 23 hours. The separated solid is filtered, washed with isopropanol (5 mL), and dried under reduced pressure at about 50° C. for about 3 hours to afford the title compo... Starting materials: BrC=1C(=NN(C1Cl)C)C (4-bromo-5-chloro-1,3-dimethyl-1H-pyrazole), ClC1=C(C(=CC=C1F)OC)[C@@H](C)C1=CNC2=NC=C(C=C21)B2OC(C(O2)(C)C)(C)C (3-[(S)-1-(2-chloro-3-fluoro-6-methoxyphenyl)-ethyl]-5-(4,4,5,5-tetramethyl-[1,3,2]dioxaborolan-2-yl)-1H-pyrrolo[2,3-b]pyridine), C([O-])([O-])=O.[K+].[K+] (potassium carbonate). The reagents and catalysts are C=1C=CC(=CC1)[P](C=2C=CC=CC2)(C=3C=CC=CC3)[Pd]([P](C=4C=CC=CC4)(C=5C=CC=CC5)C=6C=CC=CC6)([P](C=7C=CC=CC7)(C=8C=CC=CC8)C=9C=CC=CC9)[P](C=1C=CC=CC1)(C=1C=CC=CC1)C=1C=CC=CC1 (Pd(PPh3)4). Run in O1CCOCC1 (dioxane). Run at temperature 100 celsius. Product: ClC1=C(C(=NN1C)C)C=1C=C2C(=NC1)NC=C2[C@H](C)C2=C(C(=CC=C2OC)F)Cl (5-(5-Chloro-1,3-dimethyl-1H-pyrazol-4-yl)-3-[(1S)-1-(2-chloro-3-fluoro-6-methoxyphenyl)ethyl]-1H-pyrrolo[2,3-b]pyridine). RXN SMILES: Br[C:2]1[C:3]([CH3:9])=[N:4][N:5]([CH3:8])[C:6]=1[Cl:7].[Cl:10][C:11]1[C:16]([F:17])=[CH:15][CH:14]=[C:13]([O:18][CH3:19])[C:12]=1[C@H:20]([C:22]1[C:30]2[C:25](=[N:26][CH:27]=[C:28](B3OC(C)(C)C(C)(C)O3)[CH:29]=2)[NH:24][CH:23]=1)[CH3:21].C(=O)([O-])[O-].[K+].[K+]>C1C=CC([P]([Pd]([P](C2C=CC=CC=2)(C2C=CC=CC=2)C2C=CC=CC=2)([P](C2C=CC=CC=2)(C2C=CC=CC=2)C2C=CC=CC=2)[P](C2C=CC=CC=2)(C2C=CC=CC=2)C2C=CC=CC=2)(C2C=CC=CC=2)C2C=CC=CC=2)=CC=1.O1CCOCC1>[Cl:7][C:6]1[N:5]([CH3:8])[N:4]=[C:3]([CH3:9])[C:2]=1[C:28]1[CH:29]=[C:30]2[C:22]([C@@H:20]([C:12]3[C:13]([O:18][CH3:19])=[CH:14][CH:15]=[C:16]([F:17])[C:11]=3[Cl:10])[CH3:21])=[CH:23][NH:24][C:25]2=[N:26][CH:27]=1 |f:2.3.4,^1:49,51,70,89|. Procedure: A solution of 4-bromo-5-chloro-1,3-dimethyl-1H-pyrazole (0.0219 g, 0.104 mmol), 3-[(S)-1-(2-chloro-3-fluoro-6-methoxyphenyl)-ethyl]-5-(4,4,5,5-tetramethyl-[1,3,2]dioxaborolan-2-yl)-1H-pyrrolo[2,3-b]pyridine (0.030 g, 0.070 mmol), potassium carbonate (0.0289 g, 0.209 mmol) and Pd(PPh3)4 (8.04 mg, 0.00697 mmol) in previously degassed 4:1 dioxane:water (1.50 mL) was evacuated and charged with N2 (2×) and heated under microwave conditions [Biotage, 100° C., 30 min, high absorption]. This was further... Starting materials: CCOC(=O)CN1CCC(C2CCNCC2)CC1, Cc1cc(CC(OC(=O)N2CCC(N3CCc4ccccc4NC3=O)CC2)C(=O)O)cc(Cl)c1N. Product: CCOC(=O)CN1CCC(C2CCN(C(=O)C(Cc3cc(C)c(N)c(Cl)c3)OC(=O)N3CCC(N4CCc5ccccc5NC4=O)CC3)CC2)CC1. Reaction SMILES: [N:36]1([CH2:48][C:49](=[O:50])[O:51][CH2:52][CH3:53])[CH2:37][CH2:38][CH:39]([CH:42]2[CH2:43][CH2:44][NH:45][CH2:46][CH2:47]2)[CH2:40][CH2:41]1.[O:1]=[C:2]1[NH:3][c:4]2[c:5]([cH:32][cH:33][cH:34][cH:35]2)[CH2:6][CH2:7][N:8]1[CH:9]1[CH2:10][CH2:11][N:12]([C:15](=[O:16])[O:17][CH:18]([CH2:19][c:20]2[cH:21][c:22]([Cl:28])[c:23]([NH2:27])[c:24]([CH3:26])[cH:25]2)[C:29](=[O:30])[OH:31])[CH2:13][CH2:14]1>>[O:1]=[C:2]1[NH:3][c:4]2[c:5]([cH:32][cH:33][cH:34][cH:35]2)[CH2:6][CH2:7][N:8]1[CH:9]1[CH2:10][CH2:11][N:12]([C:15](=[O:16])[O:17][CH:18]([CH2:19][c:20]2[cH:21][c:22]([Cl:28])[c:23]([NH2:27])[c:24]([CH3:26])[cH:25]2)[C:29](=[O:30])[N:45]2[CH2:44][CH2:43][CH:42]([CH:39]3[CH2:38][CH2:37][N:36]([CH2:48][C:49](=[O:50])[O:51][CH2:52][CH3:53])[CH2:41][CH2:40]3)[CH2:47][CH2:46]2)[CH2:13][CH2:14]1. The reactants are O=C(O)CC(O)(CC(=O)O)C(=O)O, CO, COc1ccc(CNC2(Cc3ccccc3)CCC3(CC2)OCCc2c3[nH]c3ccc(F)cc23)cc1, C1CCOC1. RXN SMILES: [C:1]([OH:2])(=[O:3])[CH2:4][C:5]([CH2:6][C:7]([OH:8])=[O:9])([C:10]([OH:11])=[O:12])[OH:13].[CH3:55][OH:56].[F:14][c:15]1[cH:16][c:17]2[c:18]3[c:19]([nH:20][c:21]2[cH:22][cH:23]1)[C:24]1([CH2:25][CH2:26][C:27]([NH:30][CH2:31][c:32]2[cH:33][cH:34][c:35]([O:36][CH3:37])[cH:38][cH:39]2)([CH2:40][c:41]2[cH:42][cH:43][cH:44][cH:45][cH:46]2)[CH2:28][CH2:29]1)[O:47][CH2:48][CH2:49]3.[O:50]1[CH2:51][CH2:52][CH2:53][CH2:54]1>>[F:14][c:15]1[cH:16][c:17]2[c:18]3[c:19]([nH:20][c:21]2[cH:22][cH:23]1)[C:24]1([CH2:25][CH2:26][C:27]([NH2:30])([CH2:40][c:41]2[cH:42][cH:43][cH:44][cH:45][cH:46]2)[CH2:28][CH2:29]1)[O:47][CH2:48][CH2:49]3. Product: NC1(Cc2ccccc2)CCC2(CC1)OCCc1c2[nH]c2ccc(F)cc12.